The task is: describe an organic reaction: reactants, conditions, products, and yield. This data is from the Open Reaction Database (ORD), a public repository of structured organic reaction records. Starting materials: ClC1=CC=C(C(=O)C=2C(=C(C=CC2)CC=O)O)C=C1 (2-(3'-p-chlorobenzoyl-2'-hydroxyphenyl)-1-oxo-ethane), C(CC(=O)O)(=O)O (malonic acid), dicarboxylic acid. Yields the product ClC1=CC=C(C(=O)C=2C(=C(C=CC2)CC=CC(=O)O)O)C=C1 (4-(3'-p-chlorobenzoyl-2'-hydroxy-phenyl)-2-butenoic acid). RXN SMILES: [Cl:1][C:2]1[CH:19]=[CH:18][C:5]([C:6]([C:8]2[C:9]([OH:17])=[C:10]([CH2:14][CH:15]=O)[CH:11]=[CH:12][CH:13]=2)=[O:7])=[CH:4][CH:3]=1.C(O)(=O)[CH2:21][C:22]([OH:24])=[O:23]>>[Cl:1][C:2]1[CH:19]=[CH:18][C:5]([C:6]([C:8]2[C:9]([OH:17])=[C:10]([CH2:14][CH:15]=[CH:21][C:22]([OH:24])=[O:23])[CH:11]=[CH:12][CH:13]=2)=[O:7])=[CH:4][CH:3]=1. Reported procedure: Another modification of the process comprises reacting 3-bromo-1-propene with methyl 2-hydroxybenzoate to obtain methyl 2'-(3-oxy-1-propene)-benzoate, hydrolyzing the latter to form the free acid, reacting the latter with a chlorinating agent such as thionyl chloride to form the corresponding acid chloride, condensing the latter with cadmium chlorophenyl to form 3-(2'-p-chlorobenzoyl-phenyl)oxy-1-propene, heating the latter to form 3-(3'-p-chlorobenzoyl-2'-hydroxy-phenyl)-1-propene, reacting the... The reactants are O=C([O-])[O-], CCI, CCO, CC(C)NC(C)C, [K+], [K+], CC(=O)C(C)(C)c1cccc(O)c1. The product is CCOc1cccc(C(C)(C)C(C)=O)c1. Reaction SMILES: [C:24](=[O:25])([O-:26])[O-:27].[CH2:21]([I:22])[CH3:23].[CH3:30][CH2:31][OH:32].[CH:14]([CH3:15])([NH:16][CH:17]([CH3:18])[CH3:19])[CH3:20].[K+:28].[K+:29].[OH:1][c:2]1[cH:3][c:4]([C:8]([C:9]([CH3:10])=[O:11])([CH3:12])[CH3:13])[cH:5][cH:6][cH:7]1>>[O:1]([c:2]1[cH:3][c:4]([C:8]([C:9]([CH3:10])=[O:11])([CH3:12])[CH3:13])[cH:5][cH:6][cH:7]1)[CH2:14][CH3:15]. Solvent: CN(C)C=O (DMF). Reactants: C(C)C1=C(NC2=C(C=NC3=CC(=C(C=C23)OC)O)C(=O)N)C=CC=C1 (4-(2-ethylanilino)-7-hydroxy-6-methoxy-3-quinolinecarboxamide), C(=O)([O-])[O-].[Cs+].[Cs+] (Cs2CO3), BrCCOC (2-bromoethylmethylether). Conditions: temperature 100 celsius, time 2 hour. Reported procedure: A mixture of 4-(2-ethylanilino)-7-hydroxy-6-methoxy-3-quinolinecarboxamide (0.22 g, 0.65 mmol), DMF (15 ml), Cs2CO3 (0.64 g, 1.98 mmol), and 2-bromoethylmethylether was stirred at 100° C. for 2 h. The reactionmixture was evaporated and chromatographed on furnishing the title compound (0.045 g, 18%. Product: C(C)C1=C(NC2=C(C=NC3=CC(=C(C=C23)OC)OCCOC)C(=O)N)C=CC=C1 (4-(2-Ethylanilino)-6-methoxy-7-(2-methoxyethoxy)-3-quinolinecarboxamide). Reaction SMILES: [CH2:1]([C:3]1[CH:25]=[CH:24][CH:23]=[CH:22][C:4]=1[NH:5][C:6]1[C:15]2[C:10](=[CH:11][C:12]([OH:18])=[C:13]([O:16][CH3:17])[CH:14]=2)[N:9]=[CH:8][C:7]=1[C:19]([NH2:21])=[O:20])[CH3:2].C([O-])([O-])=O.[Cs+].[Cs+].Br[CH2:33][CH2:34][O:35][CH3:36]>CN(C=O)C>[CH2:1]([C:3]1[CH:25]=[CH:24][CH:23]=[CH:22][C:4]=1[NH:5][C:6]1[C:15]2[C:10](=[CH:11][C:12]([O:18][CH2:33][CH2:34][O:35][CH3:36])=[C:13]([O:16][CH3:17])[CH:14]=2)[N:9]=[CH:8][C:7]=1[C:19]([NH2:21])=[O:20])[CH3:2] |f:1.2.3|. Reactants: 1, [H-].[Al+3].[Li+].[H-].[H-].[H-] (lithium aluminium hydride), COC(=O)C1CCC(CC1)CC1=C(C=CC=C1)F (4-(2-fluorobenzyl)cyclohexanecarboxylic acid methyl ester). Solvent: O1CCCC1 (tetrahydrofuran). Run at time 3 hour. Yields the product FC1=C(CC2CCC(CC2)CO)C=CC=C1 ([4-(2-Fluorobenzyl)cyclohexyl]methanol). The yield is 73.0%. Reaction SMILES: [H-].[Al+3].[Li+].[H-].[H-].[H-].C[O:8][C:9]([CH:11]1[CH2:16][CH2:15][CH:14]([CH2:17][C:18]2[CH:23]=[CH:22][CH:21]=[CH:20][C:19]=2[F:24])[CH2:13][CH2:12]1)=O>O1CCCC1>[F:24][C:19]1[CH:20]=[CH:21][CH:22]=[CH:23][C:18]=1[CH2:17][CH:14]1[CH2:13][CH2:12][CH:11]([CH2:9][OH:8])[CH2:16][CH2:15]1 |f:0.1.2.3.4.5|. Reported procedure: In a dry 50 mL 1 neck round bottom flask, lithium aluminium hydride (150 mg; 4.0 mmol) was suspended in dry tetrahydrofuran at 0° C. under nitrogen flow. Dissolved 4-(2-fluorobenzyl)cyclohexanecarboxylic acid methyl ester was added over 2 minutes and mixture was allowed to warm to room temperature. After 3 hours at room temperature, Reaction was quenched with at 0° C. with 0.15 mL of water. After 20 minutes, 0.15 mL of 15% NaOH was added. Finally, 0.45 mL of water was added and continued to stir... Reactants: BrCC(CO)(CO)CO.BrC(O)C(C)(C(O)Br)C (dibromoneopentyl glycol 2-bromomethyl-2-hydroxymethylpropane-1,3-diol), BrCC(CBr)(CBr)CO (2-bromomethyl-2-hydroxymethyl-1,3-dibromopropane). Product: C(C(CO)(CBr)CBr)O (DBNPG), pentaerythritols. Reaction SMILES: [Br:1][CH2:2][C:3]([CH2:8]O)([CH2:6][OH:7])[CH2:4][OH:5].[Br:10]C(C(C)(C(Br)O)C)O.BrCC(CO)(CBr)CBr>>[CH2:4]([OH:5])[C:3]([CH2:2][Br:1])([CH2:8][Br:10])[CH2:6][OH:7] |f:0.1|. Procedure: The compounds which constitute one of the starting reagents according to the present invention, consist of dibromoneopentyl glycol 2-bromomethyl-2-hydroxymethylpropane-1,3-diol, 2-bromomethyl-2-hydroxymethyl-1,3-dibromopropane, or mixtures thereof. As known, commercial DBNPG is obtained by the bromination of pentaerythritols. Depending on the method of operation, the product may be a relatively pure DBNPG or mixtures of 2-bromomethyl-2-hydroxymethylpropane-1,3-diol, 2,2-bis(bromomethyl)propane-1... The reactants are Cc1ccccc1, [Cl-], [Cl-], [Mg+2], CC(C)OC(=O)N=NC(=O)OC(C)C, Oc1ccc(Cl)cc1, c1ccc(P(c2ccccc2)c2ccccc2)cc1, CC(O)c1ccnc2ncnn12. Product: CC(Oc1ccc(Cl)cc1)c1ccnc2ncnn12. Reaction SMILES: [CH3:57][c:58]1[cH:59][cH:60][cH:61][cH:62][cH:63]1.[Cl-:54].[Cl-:56].[Mg+2:55].[O:1]=[C:2]([O:3][CH:4]([CH3:5])[CH3:6])[N:7]=[N:8][C:9]([O:10][CH:11]([CH3:12])[CH3:13])=[O:14].[OH:27][c:28]1[cH:29][cH:30][c:31]([Cl:32])[cH:33][cH:34]1.[c:35]1([P:36]([c:37]2[cH:38][cH:39][cH:40][cH:41][cH:42]2)[c:43]2[cH:44][cH:45][cH:46][cH:47][cH:48]2)[cH:49][cH:50][cH:51][cH:52][cH:53]1.[n:15]1[cH:16][n:17][c:18]2[n:19]1[c:20]([CH:24]([CH3:25])[OH:26])[cH:21][cH:22][n:23]2>>[n:15]1[cH:16][n:17][c:18]2[n:19]1[c:20]([CH:24]([CH3:25])[O:26][c:28]1[cH:29][cH:30][c:31]([Cl:32])[cH:33][cH:34]1)[cH:21][cH:22][n:23]2.